From a dataset of the Open Reaction Database (ORD), a public repository of structured organic reaction records. describe an organic reaction: reactants, conditions, products, and yield The reactants are CCOC(=O)c1cnn(-c2nc(NCC(c3ccccc3)c3ccccc3)c3ncn(C4CC(NC(=O)CC)C(O)C4O)c3n2)c1, CN. Yields the product CCC(=O)NC1CC(n2cnc3c(NCC(c4ccccc4)c4ccccc4)nc(-n4cc(C(=O)NC)cn4)nc32)C(O)C1O. As a reaction SMILES: [CH2:1]([O:3][C:4](=[O:2])[c:6]1[cH:7][n:8][n:9](-[c:11]2[n:12][c:13]([NH:32][CH2:33][CH:34]([c:35]3[cH:36][cH:37][cH:38][cH:39][cH:40]3)[c:41]3[cH:42][cH:43][cH:44][cH:45][cH:46]3)[c:14]3[n:15][cH:16][n:17]([CH:20]4[CH:21]([OH:31])[CH:22]([OH:30])[CH:23]([NH:25][C:26]([CH2:27][CH3:28])=[O:29])[CH2:24]4)[c:18]3[n:19]2)[cH:10]1)[CH3:5].[CH3:47][NH2:48]>>[O:3]=[C:4]([c:6]1[cH:7][n:8][n:9](-[c:11]2[n:12][c:13]([NH:32][CH2:33][CH:34]([c:35]3[cH:36][cH:37][cH:38][cH:39][cH:40]3)[c:41]3[cH:42][cH:43][cH:44][cH:45][cH:46]3)[c:14]3[n:15][cH:16][n:17]([CH:20]4[CH:21]([OH:31])[CH:22]([OH:30])[CH:23]([NH:25][C:26]([CH2:27][CH3:28])=[O:29])[CH2:24]4)[c:18]3[n:19]2)[cH:10]1)[NH:48][CH3:47]. The reactants are COC(=O)c1sc(-c2ccccc2)cc1NCc1ccc(-c2cccc(C(F)(F)F)c2)o1, O=C(Cl)c1ccc(Cl)cc1Cl, ClCCl, [Na+], O=C([O-])O. Product: COC(=O)c1sc(-c2ccccc2)cc1N(Cc1ccc(-c2cccc(C(F)(F)F)c2)o1)C(=O)c1ccc(Cl)cc1Cl. RXN SMILES: [CH3:1][O:2][C:3](=[O:4])[c:5]1[s:6][c:7](-[c:27]2[cH:28][cH:29][cH:30][cH:31][cH:32]2)[cH:8][c:9]1[NH:10][CH2:11][c:12]1[o:13][c:14](-[c:17]2[cH:18][c:19]([C:23]([F:24])([F:25])[F:26])[cH:20][cH:21][cH:22]2)[cH:15][cH:16]1.[Cl:33][c:34]1[c:35]([C:36](=[O:37])[Cl:38])[cH:39][cH:40][c:41]([Cl:43])[cH:42]1.[Cl:44][CH2:45][Cl:46].[Na+:51].[O-:47][C:48]([OH:49])=[O:50]>>[CH3:1][O:2][C:3](=[O:4])[c:5]1[s:6][c:7](-[c:27]2[cH:28][cH:29][cH:30][cH:31][cH:32]2)[cH:8][c:9]1[N:10]([CH2:11][c:12]1[o:13][c:14](-[c:17]2[cH:18][c:19]([C:23]([F:24])([F:25])[F:26])[cH:20][cH:21][cH:22]2)[cH:15][cH:16]1)[C:36]([c:35]1[c:34]([Cl:33])[cH:42][c:41]([Cl:43])[cH:40][cH:39]1)=[O:37]. The reactants are C(C)(C)(C)OC(=O)C1=CC(=C(C=C1)C1CCC(CC1)=O)CNC (4-(4-tert.butoxycarbonyl-methylaminomethylphenyl)-cyclohexanone), C(C1=CC=CC=C1)N (benzylamine), petroleum ether ethyl acetate. Product: C(C1=CC=CC=C1)N[C@@H]1CC[C@H](CC1)C1=C(C=C(C=C1)C(=O)OC(C)(C)C)CNC (trans-N-benzyl-4-(4-tert.butoxycarbonyl-methylaminomethylphenyl)cyclohexylamine). As a reaction SMILES: [C:1]([O:5][C:6]([C:8]1[CH:13]=[CH:12][C:11]([CH:14]2[CH2:19][CH2:18][C:17](=O)[CH2:16][CH2:15]2)=[C:10]([CH2:21][NH:22][CH3:23])[CH:9]=1)=[O:7])([CH3:4])([CH3:3])[CH3:2].[CH2:24]([NH2:31])[C:25]1[CH:30]=[CH:29][CH:28]=[CH:27][CH:26]=1>>[CH2:24]([NH:31][C@H:17]1[CH2:18][CH2:19][C@H:14]([C:11]2[CH:12]=[CH:13][C:8]([C:6]([O:5][C:1]([CH3:4])([CH3:3])[CH3:2])=[O:7])=[CH:9][C:10]=2[CH2:21][NH:22][CH3:23])[CH2:15][CH2:16]1)[C:25]1[CH:30]=[CH:29][CH:28]=[CH:27][CH:26]=1. Procedure details: from 4-(4-tert.butoxycarbonyl-methylaminomethylphenyl)-cyclohexanone and benzylamine. Colourless oil. Rf value: 0.45 (alumina, petroleum ether/ethyl acetate=2:1, v:v). Reactants: C1(CC1)N1C(N2[C@@H]([C@@H](NCC2)C(=O)OC)C1)=O (trans-methyl 2-cyclopropyl-3-oxo-1,5,6,7,8,8a-hexahydroimidazo[1,5-a]pyrazine-8-carboxylate), C(C)(C)(C)N (tert-butylamine). Yields the product C(C)(C)(C)N1C(N2C(C(NCC2)C(=O)OC)C1)=O (methyl 2-tert-butyl-3-oxo-1,5,6,7,8,8a-hexahydroimidazo[1,5-a]pyrazine-8-carboxylate). Reaction SMILES: [CH:1]1([N:4]2[CH2:16][C@@H:7]3[C@H:8]([C:12]([O:14][CH3:15])=[O:13])[NH:9][CH2:10][CH2:11][N:6]3[C:5]2=[O:17])[CH2:3][CH2:2]1.[C:18](N)(C)(C)C>>[C:1]([N:4]1[CH2:16][CH:7]2[CH:8]([C:12]([O:14][CH3:15])=[O:13])[NH:9][CH2:10][CH2:11][N:6]2[C:5]1=[O:17])([CH3:2])([CH3:3])[CH3:18]. Procedure: Compound 86-C was prepared in analogy to compound 82-C by using tert-butylamine instead of cyclopropylamine. Starting materials: C(C)(=O)N1[C@H](C[C@H](C2=CC(=CC=C12)C#C)NC1=NC(=CC=C1)C)C ((2S,4R)-1-acetyl-6-ethynyl-2-methyl-N-(6-methyl-2-pyridinyl)-1,2,3,4-tetrahydro-4-quinolinamine), CN(C=O)C (N,N-dimethylformamide), C[Si](C)(C)N=[N+]=[N-] (trimethylsilyl azide), Intermediate 112. The reagents and catalysts are [Cu]I (copper(I) iodide). Solvent: CO (methanol). Reaction conditions: temperature 100 celsius, time 1 hour. The product is C(C)(=O)N1[C@H](C[C@H](C2=CC(=CC=C12)C=1N=NNC1)NC1=NC(=CC=C1)C)C ((2S,4R)-1-acetyl-2-methyl-N-(6-methyl-2-pyridinyl)-6-(1H-1,2,3-triazol-4-yl)-1,2,3,4-tetrahydro-4-quinolinamine). Isolated yield 2.9%. RXN SMILES: [C:1]([N:4]1[C:13]2[C:8](=[CH:9][C:10]([C:14]#[CH:15])=[CH:11][CH:12]=2)[C@H:7]([NH:16][C:17]2[CH:22]=[CH:21][CH:20]=[C:19]([CH3:23])[N:18]=2)[CH2:6][C@@H:5]1[CH3:24])(=[O:3])[CH3:2].CN(C)C=O.C[Si]([N:34]=[N+:35]=[N-:36])(C)C>[Cu]I.CO>[C:1]([N:4]1[C:13]2[C:8](=[CH:9][C:10]([C:14]3[N:34]=[N:35][NH:36][CH:15]=3)=[CH:11][CH:12]=2)[C@H:7]([NH:16][C:17]2[CH:22]=[CH:21][CH:20]=[C:19]([CH3:23])[N:18]=2)[CH2:6][C@@H:5]1[CH3:24])(=[O:3])[CH3:2]. Procedure: A flask was charged with (2S,4R)-1-acetyl-6-ethynyl-2-methyl-N-(6-methyl-2-pyridinyl)-1,2,3,4-tetrahydro-4-quinolinamine (for a preparation see Intermediate 112) (90 mg, 0.282 mmol) and copper(I) iodide (5.37 mg, 0.028 mmol) then filled with N,N-dimethylformamide (DMF) (0.9 mL) and methanol (0.100 mL) and the resulting mixture was treated with trimethylsilyl azide (0.150 mL, 1.127 mmol). The flask was flushed with nitrogen then the mixture was stirred at 100° C. for 1 hr under microwave irradiat... Starting materials: CN (methylamine), COCC1=C(C=CC=C1)C(C(=O)OCC)=O (ethyl 2-(2-methoxymethyl-phenyl)-2-oxoacetate), COCC1=C(C=CC=C1)C(C(=O)OCC)=O (ethyl 2-(2-methoxymethyl-phenyl)-2-oxoacetate), CO (methanol). The solvent is C1(=CC=CC=C1)C (toluene), C1(=CC=CC=C1)C (toluene), O (water). Run at time 2 hour. Product: COCC1=C(C=CC=C1)C(C(=O)NC)=O (2-(2-methoxymethyl-phenyl)-N-methyl-2-oxo-acetamide). As a reaction SMILES: [CH3:1][O:2][CH2:3][C:4]1[CH:9]=[CH:8][CH:7]=[CH:6][C:5]=1[C:10](=[O:16])[C:11](OCC)=[O:12].CO.[CH3:19][NH2:20]>C1(C)C=CC=CC=1.O>[CH3:1][O:2][CH2:3][C:4]1[CH:9]=[CH:8][CH:7]=[CH:6][C:5]=1[C:10](=[O:16])[C:11]([NH:20][CH3:19])=[O:12]. Procedure: 28.3 g of the ethyl 2-(2-methoxymethyl-phenyl)-2-oxoacetate obtained in (1), 109 g of toluene, and 54.4 g of methanol were mixed, 28.6 g of a 40% aqueous methylamine solution was added while retaining at 25° C., and the mixture was retained at 25° C. for 2 hours. Thereafter, 54.4 g of water was added, 80 g of toluene were further added, this was allowed to stand still, and an organic layer was recovered. The organic layer was washed with 178 g of 5% hydrochloric acid, 54.4 g of an aqueous satura...